Dataset: the Open Reaction Database (ORD), a public repository of structured organic reaction records. Task: describe an organic reaction: reactants, conditions, products, and yield Starting materials: CC(=O)OC1C(=O)N=C(NC(=O)Nc2cccc(Cl)c2)N1C, C1CCOC1, Cl, O. The product is COC1C(=O)N=C(NC(=O)Nc2cccc(Cl)c2)N1C. As a reaction SMILES: [C:1](=[O:2])([CH3:3])[O:4][CH:5]1[C:6](=[O:22])[N:7]=[C:8]([NH:11][C:12](=[O:13])[NH:14][c:15]2[cH:16][c:17]([Cl:21])[cH:18][cH:19][cH:20]2)[N:9]1[CH3:10].[CH2:24]1[O:25][CH2:26][CH2:27][CH2:28]1.[ClH:23].[OH2:29]>>[CH3:1][O:4][CH:5]1[C:6](=[O:22])[N:7]=[C:8]([NH:11][C:12](=[O:13])[NH:14][c:15]2[cH:16][c:17]([Cl:21])[cH:18][cH:19][cH:20]2)[N:9]1[CH3:10]. Reactants: ON1C(=O)CCC1=O (HOSu), C(=O)(OC(C)(C)C)N[C@@H](CC)C(=O)O (BOC-homoalanine), C1CCC(CC1)N=C=NC2CCCCC2 (DCC). The solvent is C(Cl)Cl (methylene chloride). Run at temperature 0 celsius, time 1 hour. Yields the product C[C@H](C(=O)N)C(C)NC(=O)OC(C)(C)C (Methyl-(S)-3-(t-butoxycarbonylamino)butanoic amide). The yield is 87.6%. Reaction SMILES: [C:1]([NH:8][C@H](C(O)=O)CC)([O:3][C:4]([CH3:7])([CH3:6])[CH3:5])=[O:2].O[N:16]1[C:21](=[O:22])[CH2:20][CH2:19][C:17]1=O.[CH2:23]1CCC(N=C=NC2CCCCC2)CC1>C(Cl)Cl>[CH3:23][C@@H:20]([CH:19]([NH:8][C:1]([O:3][C:4]([CH3:7])([CH3:6])[CH3:5])=[O:2])[CH3:17])[C:21]([NH2:16])=[O:22]. Procedure details: BOC-homoalanine (Podlech, J.; Seebach, D. (1995) Liebigs Ann. 1217) (0.44 g, 2.17 mmol) was dissolved in 5 mL methylene chloride. HOSu (376.4 mg, 3.27 mmol) was added and the solution cooled to 0° C. After addition of DCC (587.8 mg, 2.85 mmol) the solution was stirred 1 hour at 0° C., warmed to room temperature and stirred for an additional 2 hours. A stream of methylamine was bubbled through the suspension for 10 minutes, and stirring was continued overnight. The white precipitate was filtered ...